Dataset: the Open Reaction Database (ORD), a public repository of structured organic reaction records. Task: describe an organic reaction: reactants, conditions, products, and yield The reactants are COCCl (chloromethyl methyl ether), C1=C(C=CC=C1O)C (m-cresol), C(C)(=O)OCC (ethyl acetate). Solvent: CN(C)C=O (DMF). Conditions: temperature 0 celsius, time 1 hour. The product is COCOC=1C=C(C=CC1)C (3-(methoxymethoxy)toluene). As a reaction SMILES: [CH:1]1[C:6]([OH:7])=[CH:5][CH:4]=[CH:3][C:2]=1[CH3:8].[CH3:9][O:10][CH2:11]Cl.C(OCC)(=O)C>CN(C=O)C>[CH3:9][O:10][CH2:11][O:7][C:6]1[CH:1]=[C:2]([CH3:8])[CH:3]=[CH:4][CH:5]=1. Procedure: Part A. Sodium hydride dispersion in mineral oil (5.05 g, 50% w/w, 105 mmol) was washed with hexane and dried under vacuum. DMF (100 mL) was added, the slurry was cooled to 0° C., and treated with a solution of m-cresol (10 mL, 95.6 mmol) in DMF (20 mL). The resulting mixture was allowed to stir for 1 h, then was treated with chloromethyl methyl ether (8.00 mL, 105 mmol) by syringe. The mixture was stirred overnight, then poured into ethyl acetate (200 mL). This was washed with water (3×200 mL) ... The reactants are C(CCC)OCCOC1=CC=C(C=C1)C=1C=CC2=C(C=C(CCN2CC=2N=C(SC2)C)C(=O)OC)C1 (methyl 7-(4-butoxyethoxyphenyl)-1-[(2-methylthiazol-4-yl)methyl]-2,3-dihydro-1-benzazepine-4-carboxylate), Cl (hydrochloric acid), solution, O (water). Run in O1CCCC1 (tetrahydrofuran), CO (methanol). Reaction conditions: time 2 day. The product is C(CCC)OCCOC1=CC=C(C=C1)C=1C=CC2=C(C=C(CCN2CC=2N=C(SC2)C)C(=O)O)C1 (7-(4-butoxyethoxyphenyl)-1-[(2-methylthiazol-4-yl)methyl]-2,3-dihydro-1-benzazepine-4-carboxylic acid). Yield: 79.8%. As a reaction SMILES: [CH2:1]([O:5][CH2:6][CH2:7][O:8][C:9]1[CH:14]=[CH:13][C:12]([C:15]2[CH:16]=[CH:17][C:18]3[N:24]([CH2:25][C:26]4[N:27]=[C:28]([CH3:31])[S:29][CH:30]=4)[CH2:23][CH2:22][C:21]([C:32]([O:34]C)=[O:33])=[CH:20][C:19]=3[CH:36]=2)=[CH:11][CH:10]=1)[CH2:2][CH2:3][CH3:4].O.Cl>O1CCCC1.CO>[CH2:1]([O:5][CH2:6][CH2:7][O:8][C:9]1[CH:14]=[CH:13][C:12]([C:15]2[CH:16]=[CH:17][C:18]3[N:24]([CH2:25][C:26]4[N:27]=[C:28]([CH3:31])[S:29][CH:30]=4)[CH2:23][CH2:22][C:21]([C:32]([OH:34])=[O:33])=[CH:20][C:19]=3[CH:36]=2)=[CH:11][CH:10]=1)[CH2:2][CH2:3][CH3:4]. Procedure details: To a solution of methyl 7-(4-butoxyethoxyphenyl)-1-[(2-methylthiazol-4-yl)methyl]-2,3-dihydro-1-benzazepine-4-carboxylate (550 mg) in a mixture of tetrahydrofuran (33 ml) and methanol (33 ml) was added solution (11 ml), and the mixture was stirred at room temperature for 2 days. Then, to the mixture was added water at 0° C., and 1N hydrochloric acid was further added to neutral, and the mixture was extracted with ethyl acetate. The organic layer was washed with water and saturated brine and drie... Procedure: Prepared according to the procedure for 2-(1H-pyrazol-1-yl)-N-[(1S,2S)-2-{[5-(trifluoromethyl)pyrazin-2-yl]amino}cyclopentyl]benzamide (Example 31) from (1S,2S)-1-N-[5-(trifluoromethyl)pyrazin-2-yl]cyclopentane-1,2-diamine hydrochloride (Intermediate 14, 213 mg, 0.75 mmol) and 5-fluoro-2-(2H-1,2,3-triazol-2-yl)benzoic acid (Intermediate 8; 172 mg, 0.83 mmol) except this was then purified by column chromatography (silica, 0-100% ethyl acetate/petrol) to afford the title compound. As a reaction SMILES: N1(C2C=CC=CC=2C(N[C@H]2CCC[C@@H]2NC2C=NC(C(F)(F)F)=CN=2)=O)C=CC=N1.Cl.[F:32][C:33]([F:48])([F:47])[C:34]1[N:35]=[CH:36][C:37]([NH:40][C@H:41]2[CH2:45][CH2:44][CH2:43][C@@H:42]2[NH2:46])=[N:38][CH:39]=1.[F:49][C:50]1[CH:51]=[CH:52][C:53]([N:59]2[N:63]=[CH:62][CH:61]=[N:60]2)=[C:54]([CH:58]=1)[C:55](O)=[O:56]>>[F:49][C:50]1[CH:51]=[CH:52][C:53]([N:59]2[N:63]=[CH:62][CH:61]=[N:60]2)=[C:54]([CH:58]=1)[C:55]([NH:46][C@H:42]1[CH2:43][CH2:44][CH2:45][C@@H:41]1[NH:40][C:37]1[CH:36]=[N:35][C:34]([C:33]([F:32])([F:47])[F:48])=[CH:39][N:38]=1)=[O:56] |f:1.2|. The reactants are N1(N=CC=C1)C1=C(C(=O)N[C@@H]2[C@H](CCC2)NC2=NC=C(N=C2)C(F)(F)F)C=CC=C1 (2-(1H-Pyrazol-1-yl)-N-[(1S,2S)-2-{[5-(trifluoromethyl)pyrazin-2-yl]amino}cyclopentyl]benzamide), FC=1C=CC(=C(C(=O)O)C1)N1N=CC=N1 (5-fluoro-2-(2H-1,2,3-triazol-2-yl)benzoic acid), FC=1C=CC(=C(C(=O)O)C1)N1N=CC=N1 (5-fluoro-2-(2H-1,2,3-triazol-2-yl)benzoic acid), Cl.FC(C=1N=CC(=NC1)N[C@@H]1[C@H](CCC1)N)(F)F ((1S,2S)-1-N-[5-(trifluoromethyl)pyrazin-2-yl]cyclopentane-1,2-diamine hydrochloride), Cl.FC(C=1N=CC(=NC1)N[C@@H]1[C@H](CCC1)N)(F)F ((1S,2S)-1-N-[5-(trifluoromethyl)pyrazin-2-yl]cyclopentane-1,2-diamine hydrochloride). Yields the product FC=1C=CC(=C(C(=O)N[C@@H]2[C@H](CCC2)NC2=NC=C(N=C2)C(F)(F)F)C1)N1N=CC=N1 (5-Fluoro-2-(2H-1,2,3-triazol-2-yl)-N-[(1S,2S)-2-{[5-(trifluoromethyl)pyrazin-2-yl]amino}cyclopentyl]benzamide). Starting materials: ClC1=C(C=NN1C)[N+](=O)[O-] (5-chloro-1-methyl-4-nitro-1H-pyrazole), Cl.FC1CNCCC1 (3-fluoropiperidine hydrochloride). The product is FC1CN(CCC1)C1=C(C=NN1C)[N+](=O)[O-] (3-fluoro-1-(1-methyl-4-nitro-1H-pyrazol-5-yl)piperidine). Isolated yield 97.0%. Reaction SMILES: Cl[C:2]1[N:6]([CH3:7])[N:5]=[CH:4][C:3]=1[N+:8]([O-:10])=[O:9].Cl.[F:12][CH:13]1[CH2:18][CH2:17][CH2:16][NH:15][CH2:14]1>>[F:12][CH:13]1[CH2:18][CH2:17][CH2:16][N:15]([C:2]2[N:6]([CH3:7])[N:5]=[CH:4][C:3]=2[N+:8]([O-:10])=[O:9])[CH2:14]1 |f:1.2|. Procedure details: Reaction of 5-chloro-1-methyl-4-nitro-1H-pyrazole and 3-fluoropiperidine hydrochloride gave 3-fluoro-1-(1-methyl-4-nitro-1H-pyrazol-5-yl)piperidine as a yellow oil (0.27 g, 97%). 1H NMR (400 MHz, CDCl3) δ 8.02 (s, 1H), 4.88-4.71 (m, 1H), 3.79 (s, 3H), 3.47 (ddd, J=29.8, 12.8, 2.1 Hz, 1H), 3.32-3.15 (m, 2H), 3.07-2.99 (m, 1H), 2.11-1.99 (m, 2H), 1.95-1.76 (m, 1H), 1.74-1.62 (m, 1H) The reactants are S=C1NC(OC1)=O (4-thioxo-2-oxazolone), OC=1C=C(C=O)C=C(C1O)[N+](=O)[O-] (3,4-dihydroxy-5-nitrobenzaldehyde), N1CCCCC1 (piperidine). Run in C(C)(=O)O (acetic acid). Reaction conditions: temperature 100 celsius. The product is OC=1C=C(C=C(C1O)[N+](=O)[O-])C=C1C(NC(O1)=O)=S (5-[(3,4-Dihydroxy-5-nitrophenyl)methylidene]-4-thioxo-2-oxazolidinone). As a reaction SMILES: [S:1]=[C:2]1[CH2:6][O:5][C:4](=[O:7])[NH:3]1.[OH:8][C:9]1[CH:10]=[C:11]([CH:14]=[C:15]([N+:18]([O-:20])=[O:19])[C:16]=1[OH:17])[CH:12]=O.N1CCCCC1>C(O)(=O)C>[OH:8][C:9]1[CH:10]=[C:11]([CH:12]=[C:6]2[O:5][C:4](=[O:7])[NH:3][C:2]2=[S:1])[CH:14]=[C:15]([N+:18]([O-:20])=[O:19])[C:16]=1[OH:17]. Reported procedure: A solution containing 0.25 g of 4-thioxo-2-oxazolone 0.38 g of 3,4-dihydroxy-5-nitrobenzaldehyde and 0.1 ml of piperidine in 5 ml of acetic acid was heated overnight at 100° C. The product was filtered and washed with actic acid. Yield 0.05 g, mp 245° C. Starting materials: C(CC)C1CCC(CC1)C1CCC(CC1)OCCCO (4-(4-propylcyclohexyl)-(3-hydroxypropyloxy)cyclohexane), CCN(CC)S(F)(F)F (DAST), ClCCl (dichloromethane). Run in ice water, C1(=CC=CC=C1)C (toluene). Reaction conditions: time 5 hour. The product is C(CC)C1CCC(CC1)C1CCC(CC1)OCCCF (4-(4-propylcyclohexyl)-(3-fluoropropyloxy) cyclohexane). Isolated yield 67.1%. Reaction SMILES: [CH2:1]([CH:4]1[CH2:9][CH2:8][CH:7]([CH:10]2[CH2:15][CH2:14][CH:13]([O:16][CH2:17][CH2:18][CH2:19]O)[CH2:12][CH2:11]2)[CH2:6][CH2:5]1)[CH2:2][CH3:3].CCN(S(F)(F)[F:27])CC.ClCCl>C1(C)C=CC=CC=1>[CH2:1]([CH:4]1[CH2:9][CH2:8][CH:7]([CH:10]2[CH2:15][CH2:14][CH:13]([O:16][CH2:17][CH2:18][CH2:19][F:27])[CH2:12][CH2:11]2)[CH2:6][CH2:5]1)[CH2:2][CH3:3]. Reported procedure: A mixture of 2.75 g (9.8 mmol) of 4-(4-propylcyclohexyl)-(3-hydroxypropyloxy)cyclohexane obtained in Example 4, 3.14 g (19.6 mmol) of DAST, and 25 ml of dichloromethane was stirred for 5 hours at a room temperature. The reaction product was put in 40 ml of an ice water and extracted with 40 ml of toluene. The organic layer was washed with water twice and dried over anhydrous magnesium sulfate. The magnesium sulfate was separated, the solvent was distilled off under a reduced pressure, and the re... Starting materials: Cc1c(C)c2c(c(C)c1Br)CC(C)(CI)O2, C[S-], CCOC(C)=O, [Na+], O. Product: CSCC1(C)Cc2c(C)c(Br)c(C)c(C)c2O1. As a reaction SMILES: [Br:4][c:5]1[c:6]([CH3:19])[c:7]([CH3:18])[c:8]2[c:9]([c:16]1[CH3:17])[CH2:10][C:11]([CH3:13])([CH2:14][I:15])[O:12]2.[CH3:1][S-:2].[CH3:21][CH2:22][O:23][C:24](=[O:25])[CH3:26].[Na+:3].[OH2:20]>>[CH3:1][S:2][CH2:14][C:11]1([CH3:13])[CH2:10][c:9]2[c:8]([c:7]([CH3:18])[c:6]([CH3:19])[c:5]([Br:4])[c:16]2[CH3:17])[O:12]1. Starting materials: Cl[Si](C)(C)Cl (dichlorodimethylsilane), CC=1[CH-]C2=CC=CC(=C2C1)C1=CC=CC=C1.[Li+] (lithium (2-methyl-4-phenylindenide)). The solvent is CCOCC (ether). Run at time 4 hour. The product is Cl[Si](C1C(=CC2=C(C=CC=C12)C1=CC=CC=C1)C)(C)C (Chlorodimethyl(2-methyl-4-phenyl-1H-indenyl)silane). RXN SMILES: Cl[Si:2]([Cl:5])([CH3:4])[CH3:3].[CH3:6][C:7]1[CH-:8][C:9]2[C:14]([CH:15]=1)=[C:13]([C:16]1[CH:21]=[CH:20][CH:19]=[CH:18][CH:17]=1)[CH:12]=[CH:11][CH:10]=2.[Li+]>CCOCC>[Cl:5][Si:2]([CH3:3])([CH3:4])[CH:8]1[C:9]2[C:14](=[C:13]([C:16]3[CH:21]=[CH:20][CH:19]=[CH:18][CH:17]=3)[CH:12]=[CH:11][CH:10]=2)[CH:15]=[C:7]1[CH3:6] |f:1.2|. Procedure: To a colorless solution of dichlorodimethylsilane (12.90 g, 100 mmol, 3.00 eq.) in ether (30 ml) at −30° C. was added lithium (2-methyl-4-phenylindenide) (7.07 g, 33.3 mmol, 1.00 equiv.) in portions to give a cloudy yellow mixture. The reaction was allowed to warm to room temperature and stirred for 4 hours, becoming cloudy white with precipitate. The mixture was evaporated under vacuum, leaving a white solid. The solid was extracted with pentane (40 ml), and the extract was filtered to give a l...